Dataset: the Open Reaction Database (ORD), a public repository of structured organic reaction records. Task: describe an organic reaction: reactants, conditions, products, and yield The reactants are CC(C)(C)OC(=O)N(Cc1cc(CCN=[N+]=[N-])ccc1Cl)C1CC1, C1CCOC1, O=P([O-])([O-])[O-]. The product is CC(C)(C)OC(=O)N(Cc1cc(CCN)ccc1Cl)C1CC1. Reaction SMILES: [C:1]([CH3:2])([CH3:3])([CH3:4])[O:5][C:6]([N:7]([CH:8]1[CH2:9][CH2:10]1)[CH2:11][c:12]1[c:13]([Cl:23])[cH:14][cH:15][c:16]([CH2:18][CH2:19][N:20]=[N+:21]=[N-:22])[cH:17]1)=[O:24].[CH2:30]1[O:31][CH2:32][CH2:33][CH2:34]1.[O-:25][P:26](=[O:27])([O-:28])[O-:29]>>[C:1]([CH3:2])([CH3:3])([CH3:4])[O:5][C:6]([N:7]([CH:8]1[CH2:9][CH2:10]1)[CH2:11][c:12]1[c:13]([Cl:23])[cH:14][cH:15][c:16]([CH2:18][CH2:19][NH2:20])[cH:17]1)=[O:24]. The reactants are ClC1=CC=C(C=C1)O (4-chlorophenol), FC1=C(C=C(C=C1)F)[N+](=O)[O-] (2,5-difluoronitrobenzene), C([O-])([O-])=O.[K+].[K+] (potassium carbonate). Run in CN(C)C=O (DMF), [OH-].[Na+] (NaOH). The product is ClC1=CC=C(OC2=C(C=CC(=C2)C)[N+](=O)[O-])C=C1 (2-(4-chlorophenoxy)-4-methyl-1-nitrobenzene). Isolated yield 75.7%. RXN SMILES: [Cl:1][C:2]1[CH:7]=[CH:6][C:5]([OH:8])=[CH:4][CH:3]=1.F[C:10]1[CH:15]=[CH:14][C:13](F)=[CH:12][C:11]=1[N+:17]([O-:19])=[O:18].[C:20](=O)([O-])[O-].[K+].[K+]>CN(C=O)C.[OH-].[Na+]>[Cl:1][C:2]1[CH:7]=[CH:6][C:5]([O:8][C:10]2[CH:15]=[C:14]([CH3:20])[CH:13]=[CH:12][C:11]=2[N+:17]([O-:19])=[O:18])=[CH:4][CH:3]=1 |f:2.3.4,6.7|. Procedure details: A solution of 4-chlorophenol (1 g, 7.78 mmol), 2,5-difluoronitrobenzene (829 mg, 5.21 mmol) and potassium carbonate (1.29 g, 9.34 mmol) in DMF (5 ml) was stirred at reflux for 6 h. The reaction mixture was allowed to cool and then re-dissolved in 2.5M NaOH (10 ml). This aqueous mixture was then extracted with ethyl acetate (3×15 ml) and the combined organics were dried (MgSO4), filtered and concentrated in vacuo. An ethyl acetate solution of the crude material was filtered through a pad of silic... Starting materials: C1(=CC=CC=C1)N1N=C(C=C1N)C(F)(F)F (1-phenyl-3-(trifluoromethyl)-1H-pyrazol-5-amine), C(=O)([O-])[O-].[K+].[K+] (K2CO3), ClC(=O)OC1=CC=CC=C1 (phenyl chloroformate). The solvent is C1CCOC1 (THF), C1CCOC1 (THF). Conditions: time 8 hour. The product is C1(=CC=CC=C1)N1N=C(C=C1NC(OC1=CC=CC=C1)=O)C(F)(F)F (phenyl 1-phenyl-3-(trifluoromethyl)-1H-pyrazol-5-ylcarbamate). The yield is 98.7%. As a reaction SMILES: [C:1]1([N:7]2[C:11]([NH2:12])=[CH:10][C:9]([C:13]([F:16])([F:15])[F:14])=[N:8]2)[CH:6]=[CH:5][CH:4]=[CH:3][CH:2]=1.C([O-])([O-])=O.[K+].[K+].Cl[C:24]([O:26][C:27]1[CH:32]=[CH:31][CH:30]=[CH:29][CH:28]=1)=[O:25]>C1COCC1>[C:1]1([N:7]2[C:11]([NH:12][C:24](=[O:25])[O:26][C:27]3[CH:32]=[CH:31][CH:30]=[CH:29][CH:28]=3)=[CH:10][C:9]([C:13]([F:15])([F:16])[F:14])=[N:8]2)[CH:2]=[CH:3][CH:4]=[CH:5][CH:6]=1 |f:1.2.3|. Procedure details: To a suspension of 1-phenyl-3-(trifluoromethyl)-1H-pyrazol-5-amine (1.136 g, 5 mmol) and K2CO3 (1.035 g, 7.5 mmol) in THF (20 mL) was dropped a solution of phenyl chloroformate (0.939 g, 6 mmol) in THF (10 mL). After stirred at room temperature overnight, the mixture was quenched with water and extracted with CH2Cl2. Extracts were dried over MgSO4, concentrated under reduced pressure, and dried under vacuum to afford phenyl 1-phenyl-3-(trifluoromethyl)-1H-pyrazol-5-ylcarbamate as solid (1.714 g,... Starting materials: CCOCc1ccc(Br)cc1, COC(=O)c1ccc(B(O)O)cc1, COCCOC, [Na+], [Na+], O=C([O-])[O-], O, c1ccc(P(c2ccccc2)(c2ccccc2)[Pd](P(c2ccccc2)(c2ccccc2)c2ccccc2)(P(c2ccccc2)(c2ccccc2)c2ccccc2)P(c2ccccc2)(c2ccccc2)c2ccccc2)cc1. Product: CCOCc1ccc(-c2ccc(C(=O)OC)cc2)cc1. RXN SMILES: [Br:14][c:15]1[cH:16][cH:17][c:18]([CH2:21][O:22][CH2:23][CH3:24])[cH:19][cH:20]1.[CH3:1][O:2][C:3](=[O:4])[c:5]1[cH:6][cH:7][c:8]([B:11]([OH:12])[OH:13])[cH:9][cH:10]1.[CH3:25][O:26][CH2:27][CH2:28][O:29][CH3:30].[Na+:31].[Na+:32].[O-:33][C:34](=[O:35])[O-:36].[OH2:114].[cH:37]1[cH:38][cH:39][c:40]([P:41]([Pd:42]([P:43]([c:44]2[cH:45][cH:46][cH:47][cH:48][cH:49]2)([c:50]2[cH:51][cH:52][cH:53][cH:54][cH:55]2)[c:56]2[cH:57][cH:58][cH:59][cH:60][cH:61]2)([P:62]([c:63]2[cH:64][cH:65][cH:66][cH:67][cH:68]2)([c:69]2[cH:70][cH:71][cH:72][cH:73][cH:74]2)[c:75]2[cH:76][cH:77][cH:78][cH:79][cH:80]2)[P:81]([c:82]2[cH:83][cH:84][cH:85][cH:86][cH:87]2)([c:88]2[cH:89][cH:90][cH:91][cH:92][cH:93]2)[c:94]2[cH:95][cH:96][cH:97][cH:98][cH:99]2)([c:100]2[cH:101][cH:102][cH:103][cH:104][cH:105]2)[c:106]2[cH:107][cH:108][cH:109][cH:110][cH:111]2)[cH:112][cH:113]1>>[CH3:1][O:2][C:3](=[O:4])[c:5]1[cH:6][cH:7][c:8](-[c:15]2[cH:16][cH:17][c:18]([CH2:21][O:22][CH2:23][CH3:24])[cH:19][cH:20]2)[cH:9][cH:10]1. The reactants are C([O-])([O-])=O.[Na+].[Na+] (sodium carbonate), ClCCl (dichloromethane), ClC=1C=C2C(=CNC2=CC1)CCNC(C1=CC(=CC=C1)CCl)=O (N-(2-(5-chloro-1H-indol-3-yl)ethyl)-3-(chloromethyl)benzamide), FC=1C=C(C=C(C1)F)B(O)O (3,5-difluorophenylboronic acid), [I-].[Na+] (sodium iodide). The reagents and catalysts are C1=CC=C(C=C1)P([C-]2C=CC=C2)C3=CC=CC=C3.C1=CC=C(C=C1)P([C-]2C=CC=C2)C3=CC=CC=C3.Cl[Pd]Cl.[Fe+2] ([1,1′-bis(diphenylphosphino)ferrocene]palladium(II) chloride). Run in O (water), C(OC)COC (dimethoxyethane). Product: eluent, ClC=1C=C2C(=CNC2=CC1)CCNC(C1=CC(=CC=C1)CC1=CC(=CC(=C1)F)F)=O (N-(2-(5-Chloro-1H-indol-3-yl)ethyl)-3-(3,5-difluorobenzyl)benzamide). The yield is 52.2%. Reaction SMILES: [Cl:1][C:2]1[CH:3]=[C:4]2[C:8](=[CH:9][CH:10]=1)[NH:7][CH:6]=[C:5]2[CH2:11][CH2:12][NH:13][C:14](=[O:23])[C:15]1[CH:20]=[CH:19][CH:18]=[C:17]([CH2:21]Cl)[CH:16]=1.[F:24][C:25]1[CH:26]=[C:27](B(O)O)[CH:28]=[C:29]([F:31])[CH:30]=1.ClCCl.C(=O)([O-])[O-].[Na+].[Na+].[I-].[Na+]>C(COC)OC.O.C1C=CC(P(C2C=CC=CC=2)[C-]2C=CC=C2)=CC=1.C1C=CC(P(C2C=CC=CC=2)[C-]2C=CC=C2)=CC=1.Cl[Pd]Cl.[Fe+2]>[Cl:1][C:2]1[CH:3]=[C:4]2[C:8](=[CH:9][CH:10]=1)[NH:7][CH:6]=[C:5]2[CH2:11][CH2:12][NH:13][C:14](=[O:23])[C:15]1[CH:20]=[CH:19][CH:18]=[C:17]([CH2:21][C:27]2[CH:26]=[C:25]([F:24])[CH:30]=[C:29]([F:31])[CH:28]=2)[CH:16]=1 |f:3.4.5,6.7,10.11.12.13|. Procedure details: N-(2-(5-Chloro-1H-indol-3-yl)ethyl)-3-(3,5-difluorobenzyl)benzamide was prepared according to method B with N-(2-(5-chloro-1H-indol-3-yl)ethyl)-3-(chloromethyl)benzamide (0.080 g; 0.230 mmol), 3,5-difluorophenylboronic acid (0.038 g; 0.241 mmol), [1,1′-bis(diphenylphosphino)ferrocene]palladium(II) chloride, complex with dichloromethane (0.018 g; 0.023 mmol), sodium carbonate (0.049 g; 0.461 mmol), sodium iodide (0.069 g; 0.461 mmol), in dimethoxyethane (3 mL) and water (1 mL), irradiated in a mi...